From a dataset of the Open Reaction Database (ORD), a public repository of structured organic reaction records. describe an organic reaction: reactants, conditions, products, and yield The reactants are C([O-])([O-])=O.[K+].[K+] (potassium carbonate), BrC1=CC=C2OC=3C(=CC(=CC3C3(C2=C1)COCC(=N3)N)OC)F (7′-bromo-4′-fluoro-2′-methoxy-2,6-dihydrospiro[[1,4]oxazine-3,9′-xanthen]-5-amine), FC1=NC=CC=C1B(O)O (2-fluoropyridin-3-ylboronic acid). The reagents and catalysts are CC(C)(C)P(C1=CC=C(C=C1)N(C)C)C(C)(C)C.CC(C)(C)P(C1=CC=C(C=C1)N(C)C)C(C)(C)C.Cl[Pd]Cl (bis(di-tert-butyl(4-dimethylaminophenyl)phosphine)dichloropalladium(II)). The solvent is O1CCOCC1 (Dioxane). Run at temperature 85 celsius. The product is FC1=CC(=CC=2C3(C4=CC(=CC=C4OC12)C=1C(=NC=CC1)F)COCC(=N3)N)OC (4′-fluoro-7′-(2-fluoropyridin-3-yl)-2′-methoxy-2,6-dihydrospiro[[1,4]oxazine-3,9′-xanthen]-5-amine). The yield is 74.2%. Reaction SMILES: Br[C:2]1[CH:15]=[C:14]2[C:5]([O:6][C:7]3[C:8]([F:24])=[CH:9][C:10]([O:22][CH3:23])=[CH:11][C:12]=3[C:13]32[N:20]=[C:19]([NH2:21])[CH2:18][O:17][CH2:16]3)=[CH:4][CH:3]=1.[F:25][C:26]1[C:31](B(O)O)=[CH:30][CH:29]=[CH:28][N:27]=1.C(=O)([O-])[O-].[K+].[K+]>CC(P(C(C)(C)C)C1C=CC(N(C)C)=CC=1)(C)C.CC(P(C(C)(C)C)C1C=CC(N(C)C)=CC=1)(C)C.Cl[Pd]Cl.O1CCOCC1>[F:24][C:8]1[C:7]2[O:6][C:5]3[C:14](=[CH:15][C:2]([C:31]4[C:26]([F:25])=[N:27][CH:28]=[CH:29][CH:30]=4)=[CH:3][CH:4]=3)[C:13]3([N:20]=[C:19]([NH2:21])[CH2:18][O:17][CH2:16]3)[C:12]=2[CH:11]=[C:10]([O:22][CH3:23])[CH:9]=1 |f:2.3.4,5.6.7|. Procedure: A 250 ml RBF was charged with 7′-bromo-4′-fluoro-2′-methoxy-2,6-dihydrospiro[[1,4]oxazine-3,9′-xanthen]-5-amine (2.73 g, 6.94 mmol), bis(di-tert-butyl(4-dimethylaminophenyl)phosphine)dichloropalladium(II) (0.492 g, 0.694 mmol) and 2-fluoropyridin-3-ylboronic acid (1.467 g, 10.41 mmol). Dioxane (40 mL) and potassium carbonate (1M in water; 20.83 mL, 20.83 mmol) were added and the mixture was flushed with argon and heated at 85° C. for 30 minutes. The mixture was cooled to RT, diluted with EtOAc a...